From a dataset of the Open Reaction Database (ORD), a public repository of structured organic reaction records. describe an organic reaction: reactants, conditions, products, and yield Starting materials: CN(C)C=O, CC1(C)OCC(CCOS(C)(=O)=O)O1, [N-]=[N+]=[N-], [Na+]. Product: CC1(C)OCC(CCN=[N+]=[N-])O1. Reaction SMILES: [CH3:19][N:20]([CH3:21])[CH:22]=[O:23].[CH3:1][C:2]1([CH3:14])[O:3][CH2:4][CH:5]([CH2:7][CH2:8][O:9][S:10]([CH3:11])(=[O:12])=[O:13])[O:6]1.[N-:15]=[N+:16]=[N-:17].[Na+:18]>>[CH3:1][C:2]1([CH3:14])[O:3][CH2:4][CH:5]([CH2:7][CH2:8][N:15]=[N+:16]=[N-:17])[O:6]1.